describe an organic reaction: reactants, conditions, products, and yield From a dataset of the Open Reaction Database (ORD), a public repository of structured organic reaction records. Starting materials: N (ammonia), [C@@H]1(C[C@H](O)[C@@H](CO)O1)N1C=NC=2C(=O)NC(N)=NC12 (2'-Deoxyguanosine), C[Si](C)(C)Cl (trimethylsilyl chloride), C1(=CC=CC=C1)CC(=O)Cl (Phenylacetyl chloride). The solvent is O (water), N1=CC=CC=C1 (pyridine), N1=CC=CC=C1 (pyridine). Conditions: temperature 0 celsius, time 1 hour. The product is N#N.C1(=CC=CC=C1)CC(=O)[C@@]1(C[C@H](O)[C@@H](CO)O1)N1C=NC=2C(=O)NC(N)=NC12 (N2 (phenylacetyl)-2'-deoxyguanosine). Isolated yield 56.0%. Reaction SMILES: [C@@H:1]1([N:9]2[C:19]3[N:18]=[C:16]([NH2:17])[NH:15][C:13](=[O:14])[C:12]=3[N:11]=[CH:10]2)[O:8][C@H:5]([CH2:6][OH:7])[C@@H:3]([OH:4])[CH2:2]1.C[Si](Cl)(C)C.[C:25]1([CH2:31][C:32](Cl)=[O:33])[CH:30]=[CH:29][CH:28]=[CH:27][CH:26]=1.[NH3:35]>N1C=CC=CC=1.O>[N:35]#[N:9].[C:25]1([CH2:31][C:32]([C@@:1]2([N:9]3[C:19]4[N:18]=[C:16]([NH2:17])[NH:15][C:13](=[O:14])[C:12]=4[N:11]=[CH:10]3)[O:8][C@H:5]([CH2:6][OH:7])[C@@H:3]([OH:4])[CH2:2]2)=[O:33])[CH:30]=[CH:29][CH:28]=[CH:27][CH:26]=1 |f:6.7|. Procedure details: 2'-Deoxyguanosine (1)(32.5 g, 120 mmoles) was dried three times by co-evaporation with dried pyridine and suspended in 700 ml of dry pyridine. To this suspension at 0° C. trimethylsilyl chloride (80 ml, 600 mmoles) was added and the mixture stirred at 0° C. for 1 hour. Phenylacetyl chloride (80 ml, 600 mmoles) was added dropwise and the solution stirred for 15 hours. The reaction mixture was then cooled in an ice bath and 150 ml of cold water was added. After 30 minutes, 150 ml of 29% aqueous am... Run at time 6 day. Solvent: CN(C)C=O (DMF). Procedure details: To a solution of 3-(2-methylsulfanyl-pyrimidin-4-yl)-1-oxo-6,7-dihydro-1H,5H-pyrazolo[1,2-a]pyrazole-2-carboxylic acid, 14, (0.23 g, 0.78 mmol) and 2-chlorobenzylamine (0.10 mL, 0.78 mmol) in DMF (3 mL) is added 1-hydroxybenzotriazole (0.21 g, 1.57 mmol) and then 1-(3-dimethylamino-propyl)-3-ethylcarbodiimide hydrochloride (0.18 g, 0.94 mmol). The reaction solution is stirred at room temperature for 6 days then poured into aqueous saturated NaHCO3. The aqueous phase is extracted with three times... Yields the product ClC1=C(CNC(=O)C2=C(N3N(CCC3)C2=O)C2=NC(=NC=C2)SC)C=CC=C1 (3-(2-methylsulfanyl-pyrimidin-4-yl)-1-oxo-6,7-dihydro-1H,5H-pyrazolo[1,2-α]pyrazole-2-carboxylic acid 2-chloro-benzylamide). RXN SMILES: [CH3:1][S:2][C:3]1[N:8]=[C:7]([C:9]2[N:13]3[CH2:14][CH2:15][CH2:16][N:12]3[C:11](=[O:17])[C:10]=2[C:18]([OH:20])=O)[CH:6]=[CH:5][N:4]=1.[Cl:21][C:22]1[CH:29]=[CH:28][CH:27]=[CH:26][C:23]=1[CH2:24][NH2:25].ON1C2C=CC=CC=2N=N1.Cl.CN(C)CCCN=C=NCC.C([O-])(O)=O.[Na+]>CN(C=O)C>[Cl:21][C:22]1[CH:29]=[CH:28][CH:27]=[CH:26][C:23]=1[CH2:24][NH:25][C:18]([C:10]1[C:11](=[O:17])[N:12]2[CH2:16][CH2:15][CH2:14][N:13]2[C:9]=1[C:7]1[CH:6]=[CH:5][N:4]=[C:3]([S:2][CH3:1])[N:8]=1)=[O:20] |f:3.4,5.6|. Starting materials: Cl.CN(CCCN=C=NCC)C (1-(3-dimethylamino-propyl)-3-ethylcarbodiimide hydrochloride), C(=O)(O)[O-].[Na+] (NaHCO3), CSC1=NC=CC(=N1)C1=C(C(N2N1CCC2)=O)C(=O)O (3-(2-methylsulfanyl-pyrimidin-4-yl)-1-oxo-6,7-dihydro-1H,5H-pyrazolo[1,2-a]pyrazole-2-carboxylic acid), ClC1=C(CN)C=CC=C1 (2-chlorobenzylamine), ON1N=NC2=C1C=CC=C2 (1-hydroxybenzotriazole). Reactants: C(#N)C1=CC=C(C=C1)N1N=CC(=C1C=1C(N(C(N(C1C)C1=CC(=CC=C1)C(F)(F)F)=O)C)=O)S(=O)(=O)Cl (1-(4-cyanophenyl)-5-(3,6-dimethyl-2,4-dioxo-1-(3-trifluoromethylphenyl)-1,2,3,4-tetrahydropyrimidin-5-yl)-1H-pyrazole-4-sulfonylchloride), O.N (ammonia water). Run in C(C)#N (acetonitrile). Run at temperature 0 celsius. Yields the product C(#N)C1=CC=C(C=C1)N1N=CC(=C1C=1C(N(C(N(C1C)C1=CC(=CC=C1)C(F)(F)F)=O)C)=O)S(=O)(=O)N (1-(4-cyanophenyl)-5-(3,6-dimethyl-2,4-dioxo-1-(3-trifluoromethylphenyl)-1,2,3,4-tetrahydropyrimidin-5-yl)-1H-pyrazole-4-sulfonamide). RXN SMILES: [C:1]([C:3]1[CH:8]=[CH:7][C:6]([N:9]2[C:13]([C:14]3[C:15](=[O:33])[N:16]([CH3:32])[C:17](=[O:31])[N:18]([C:21]4[CH:26]=[CH:25][CH:24]=[C:23]([C:27]([F:30])([F:29])[F:28])[CH:22]=4)[C:19]=3[CH3:20])=[C:12]([S:34](Cl)(=[O:36])=[O:35])[CH:11]=[N:10]2)=[CH:5][CH:4]=1)#[N:2].O.[NH3:39]>C(#N)C>[C:1]([C:3]1[CH:8]=[CH:7][C:6]([N:9]2[C:13]([C:14]3[C:15](=[O:33])[N:16]([CH3:32])[C:17](=[O:31])[N:18]([C:21]4[CH:26]=[CH:25][CH:24]=[C:23]([C:27]([F:30])([F:29])[F:28])[CH:22]=4)[C:19]=3[CH3:20])=[C:12]([S:34]([NH2:39])(=[O:36])=[O:35])[CH:11]=[N:10]2)=[CH:5][CH:4]=1)#[N:2] |f:1.2|. Procedure: A suspension of the compound prepared in Example 204 (50.0 mg) in acetonitrile (20 ml) was cooled to 0° C. and thereto was added ammonia water (28%, 5.0 ml) dropwise and the mixture was stirred for another ten minutes. The reaction solution was concentrated under reduced pressure and the residue was purified by silica gel column chromatography (eluent: hexane/ethyl acetate) to afford 1-(4-cyanophenyl)-5-(3,6-dimethyl-2,4-dioxo-1-(3-trifluoromethylphenyl)-1,2,3,4-tetrahydropyrimidin-5-yl)-1H-pyra... The reactants are C1=CC=[NH+]C=C1.C1=CC=[NH+]C=C1.[O-][Cr](=O)(=O)O[Cr](=O)(=O)[O-] (PDC), C(C1=CC=CC=C1)O[C@H]1[C@@H](O[C@@H]([C@@H]([C@@H]1OCC1=CC=CC=C1)OCC1=CC=CC=C1)COCC1=CC=CC=C1)OCCCCCCCCCCCCCCCCO (16-(2,3,4,6-tetra-O-benzyl-β-D-galactopyranosyloxy)-n-hexadecanol), [Cr](=O)(=O)([O-])O[Cr](=O)(=O)[O-].[NH+]1=CC=CC=C1.[NH+]1=CC=CC=C1 (pyridinium dichromate), C(Cl)Cl (methylene chloride), C(C1=CC=CC=C1)O[C@H]1[C@@H](O[C@@H]([C@@H]([C@@H]1OCC1=CC=CC=C1)OCC1=CC=CC=C1)COCC1=CC=CC=C1)OCCCCCCCCCCCCCCCCO (16-(2,3,4,6-tetra-O-benzyl-β-D-galactopyranosyloxy)-n-hexadecanol), S(O)(O)(=O)=O (sulfuric acid). Run in C(C)O (ethanol). Run at time 17 hour. Yields the product C(C1=CC=CC=C1)O[C@H]1[C@@H](O[C@@H]([C@@H]([C@@H]1OCC1=CC=CC=C1)OCC1=CC=CC=C1)COCC1=CC=CC=C1)OCCCCCCCCCCCCCCCC=O (16-(2,3,4,6-tetra-O-benzyl-β-D-galactopyranosyloxy)-n-hexadecanal). Isolated yield 76.0%. RXN SMILES: C1C=C[NH+]=CC=1.C1C=C[NH+]=CC=1.[O-][Cr](O[Cr]([O-])(=O)=O)(=O)=O.[CH2:22]([O:29][C@@H:30]1[C@@H:35]([O:36][CH2:37][C:38]2[CH:43]=[CH:42][CH:41]=[CH:40][CH:39]=2)[C@@H:34]([O:44][CH2:45][C:46]2[CH:51]=[CH:50][CH:49]=[CH:48][CH:47]=2)[C@@H:33]([CH2:52][O:53][CH2:54][C:55]2[CH:60]=[CH:59][CH:58]=[CH:57][CH:56]=2)[O:32][C@H:31]1[O:61][CH2:62][CH2:63][CH2:64][CH2:65][CH2:66][CH2:67][CH2:68][CH2:69][CH2:70][CH2:71][CH2:72][CH2:73][CH2:74][CH2:75][CH2:76][CH2:77][OH:78])[C:23]1[CH:28]=[CH:27][CH:26]=[CH:25][CH:24]=1.C(Cl)Cl.S(=O)(=O)(O)O>C(O)C>[CH2:22]([O:29][C@@H:30]1[C@@H:35]([O:36][CH2:37][C:38]2[CH:43]=[CH:42][CH:41]=[CH:40][CH:39]=2)[C@@H:34]([O:44][CH2:45][C:46]2[CH:47]=[CH:48][CH:49]=[CH:50][CH:51]=2)[C@@H:33]([CH2:52][O:53][CH2:54][C:55]2[CH:60]=[CH:59][CH:58]=[CH:57][CH:56]=2)[O:32][C@H:31]1[O:61][CH2:62][CH2:63][CH2:64][CH2:65][CH2:66][CH2:67][CH2:68][CH2:69][CH2:70][CH2:71][CH2:72][CH2:73][CH2:74][CH2:75][CH2:76][CH:77]=[O:78])[C:23]1[CH:28]=[CH:27][CH:26]=[CH:25][CH:24]=1 |f:0.1.2|. Procedure details: PDC oxidation of 16-(2,3,4,6-tetra-O-benzyl-β-D-galactopyranosyloxy)-n-hexadecanol. Under an atmosphere of nitrogen, pyridinium dichromate (320 mg, 0.851 mmol) was added to a dry methylene chloride solution (6 mL) of 16-(2,3,4,6-tetra-O-benzyl-β-D-galactopyranosyloxy)-n-hexadecanol (455 mg, 0.583 mmol). The resulting brown slurry was stirred at room temperature under nitrogen. TLC analysis (visualization by UV and char with 10% sulfuric acid in ethanol) of the reaction mixture indicated complete...